This data is from the Open Reaction Database (ORD), a public repository of structured organic reaction records. The task is: describe an organic reaction: reactants, conditions, products, and yield Reactants: O (water), C1(=CC=C(C=C1)S(=O)(=O)OCCC1CCOCC1)C (2-(tetrahydro-2H-pyran-4-yl)ethyl p-toluenesulfonate), OC1=NC=CC(=C1)O (2,4-dihydroxypyridine), C([O-])([O-])=O.[K+].[K+] (potassium carbonate). Solvent: CN(C)C=O (DMF). Conditions: temperature 80 celsius, time 6 hour. The product is O1CCC(CC1)CCOC1=CC(=NC=C1)O (4-[2-(tetrahydro-2H-pyran-4-yl)ethoxy]pyridin-2-ol), O1CCC(CC1)CCOC1=NC=CC(=C1)O (2-[2-(tetrahydro-2H-pyran-4-yl)ethoxy]pyridin-4-ol). Reaction SMILES: C1(C)C=CC(S([O:10][CH2:11][CH2:12][CH:13]2[CH2:18][CH2:17][O:16][CH2:15][CH2:14]2)(=O)=O)=CC=1.[OH:20][C:21]1[CH:26]=[C:25]([OH:27])[CH:24]=[CH:23][N:22]=1.C(=O)([O-])[O-].[K+].[K+].O>CN(C=O)C>[O:16]1[CH2:15][CH2:14][CH:13]([CH2:12][CH2:11][O:10][C:25]2[CH:24]=[CH:23][N:22]=[C:21]([OH:20])[CH:26]=2)[CH2:18][CH2:17]1.[O:16]1[CH2:15][CH2:14][CH:13]([CH2:12][CH2:11][O:10][C:21]2[CH:26]=[C:25]([OH:27])[CH:24]=[CH:23][N:22]=2)[CH2:18][CH2:17]1 |f:2.3.4|. Reported procedure: To a solution of 2-(tetrahydro-2H-pyran-4-yl)ethyl p-toluenesulfonate (465 mg) in DMF (5 mL) were added 2,4-dihydroxypyridine (363 mg) and potassium carbonate (339 mg), and the mixture was stirred at 80° C. for 6 hours. The reaction mixture was allowed to cool to room temperature, and water (50 mL) was added thereto, followed by extraction with ethyl acetate (20 mL×3). The organic layer was washed with saturated brine and dried over anhydrous sodium sulfate, and the solvent was evaporated under ... Reactants: ClCCl, Cl, O=C(NCC(=O)N1CCNCC1)c1ccc(Oc2ccccc2)cc1, O, O=S(=O)(Cl)c1ccccc1. Yields the product O=C(NCC(=O)N1CCN(S(=O)(=O)c2ccccc2)CC1)c1ccc(Oc2ccccc2)cc1. RXN SMILES: [Cl:38][CH2:39][Cl:40].[ClH:1].[O:2]=[C:3]([CH2:4][NH:5][C:6]([c:7]1[cH:8][cH:9][c:10]([O:13][c:14]2[cH:15][cH:16][cH:17][cH:18][cH:19]2)[cH:11][cH:12]1)=[O:20])[N:21]1[CH2:22][CH2:23][NH:24][CH2:25][CH2:26]1.[OH2:37].[c:27]1([S:33](=[O:34])(=[O:35])[Cl:36])[cH:28][cH:29][cH:30][cH:31][cH:32]1>>[O:2]=[C:3]([CH2:4][NH:5][C:6]([c:7]1[cH:8][cH:9][c:10]([O:13][c:14]2[cH:15][cH:16][cH:17][cH:18][cH:19]2)[cH:11][cH:12]1)=[O:20])[N:21]1[CH2:22][CH2:23][N:24]([S:33]([c:27]2[cH:28][cH:29][cH:30][cH:31][cH:32]2)(=[O:34])=[O:35])[CH2:25][CH2:26]1. Yields the product BrC1=NC2=C(N1[C@H]1[C@H](O)[C@H](O)[C@H](O)CO1)C=C(C(=C2)F)F (2-bromo-5,6-difluoro-1-beta-D-ribopyranosyl-1H-benzimidazole). As a reaction SMILES: [Br:1][C:2]1[N:6]([C@@H:7]2[O:24][CH2:23][C@@H:18]([O:19]C(=O)C)[C@@H:13]([O:14]C(=O)C)[C@H:8]2[O:9]C(=O)C)[C:5]2[CH:25]=[C:26]([F:30])[C:27]([F:29])=[CH:28][C:4]=2[N:3]=1.[Li+].[OH-]>O1CCOCC1>[Br:1][C:2]1[N:6]([C@@H:7]2[O:24][CH2:23][C@@H:18]([OH:19])[C@@H:13]([OH:14])[C@H:8]2[OH:9])[C:5]2[CH:25]=[C:26]([F:30])[C:27]([F:29])=[CH:28][C:4]=2[N:3]=1 |f:1.2|. Isolated yield 35.0%. The reactants are BrC1=NC2=C(N1[C@H]1[C@H](OC(C)=O)[C@H](OC(C)=O)[C@H](OC(C)=O)CO1)C=C(C(=C2)F)F (2-Bromo-5,6-difluoro-1-(2,3,4-tri-O-acetyl-beta-D-ribopyranosyl)-1H-benzimidazole), [Li+].[OH-] (LiOH). Procedure: 2-Bromo-5,6-difluoro-1-(2,3,4-tri-O-acetyl-beta-D-ribopyranosyl)-1H-benzimidazole (0.88 g, 1.8 mmol), 20 ml dioxane and 7 ml (7 mmol) of 1 M aqueous LiOH was used to prepare 2-bromo-5,6-difluoro-1-beta-D-ribopyranosyl-1H-benzimidazole (0.23 g, 0.63 mmol, 35% yield) according to General Procedure V; MS (ES+): m/z (rel. intensity) 388 (1.0, M+23 (Na)); 1H NMR (DMSO-d6) δ7.83-7.79 (m, 1H), 7.73-7.68 (m, 1H), 5.62-5.60 (d, 1H, J=9.4 Hz), 4.10-4.08 (d, 1H, J=9.4 Hz), 3.97-3.95 (bs, 2H) 3.67-3.65 (d, ... Solvent: O1CCOCC1 (dioxane). The reactants are O=C([O-])[O-], CC(C)(C)[Si](C)(C)C#CC=CC#C[Si](C)(C)C, CO, [K+], [K+]. Yields the product C#CC=CC#C[Si](C)(C)C(C)(C)C. As a reaction SMILES: [C:1](=[O:2])([O-:3])[O-:4].[C:7]([CH3:8])([CH3:9])([CH3:10])[Si:11]([C:12]#[C:13][CH:14]=[CH:15][C:16]#[C:17][Si:18]([CH3:19])([CH3:20])[CH3:21])([CH3:22])[CH3:23].[CH3:24][OH:25].[K+:5].[K+:6]>>[C:7]([CH3:8])([CH3:9])([CH3:10])[Si:11]([C:12]#[C:13][CH:14]=[CH:15][C:16]#[CH:17])([CH3:22])[CH3:23]. Product: CC(C)=CCC1CC(C(Cc2ccccc2)NC(=O)OC(C)(C)C)OC1=O. As a reaction SMILES: [Br:37][CH2:38][CH:39]=[C:40]([CH3:41])[CH3:42].[C:15]([CH3:16])([CH3:17])([CH3:18])[O:19][C:20]([NH:21][CH:22]([CH2:23][c:24]1[cH:25][cH:26][cH:27][cH:28][cH:29]1)[CH:30]1[O:31][C:32](=[O:35])[CH2:33][CH2:34]1)=[O:36].[CH2:10]([Li:11])[CH2:12][CH2:13][CH3:14].[CH3:1][Si:2]([CH3:3])([CH3:4])[NH:5][Si:6]([CH3:7])([CH3:8])[CH3:9].[O:43]1[CH2:44][CH2:45][CH2:46][CH2:47]1>>[C:15]([CH3:16])([CH3:17])([CH3:18])[O:19][C:20]([NH:21][CH:22]([CH2:23][c:24]1[cH:25][cH:26][cH:27][cH:28][cH:29]1)[CH:30]1[O:31][C:32](=[O:35])[CH:33]([CH2:38][CH:39]=[C:40]([CH3:41])[CH3:42])[CH2:34]1)=[O:36]. The reactants are CC(C)=CCBr, CC(C)(C)OC(=O)NC(Cc1ccccc1)C1CCC(=O)O1, [Li]CCCC, C[Si](C)(C)N[Si](C)(C)C, C1CCOC1. Starting materials: C1CCOC1, C[S-], Clc1cnnc(Cl)c1, [Na+], O. Product: CSc1cnnc(Cl)c1. Reaction SMILES: [CH2:13]1[O:14][CH2:15][CH2:16][CH2:17]1.[CH3:9][S-:10].[Cl:1][c:2]1[n:3][n:4][cH:5][c:6]([Cl:8])[cH:7]1.[Na+:11].[OH2:12]>>[Cl:1][c:2]1[n:3][n:4][cH:5][c:6]([S:10][CH3:9])[cH:7]1.